Dataset: the Open Reaction Database (ORD), a public repository of structured organic reaction records. Task: describe an organic reaction: reactants, conditions, products, and yield Starting materials: CC(=O)O[C@@H]1C[C@]2([C@@H](CC[C@@H]2O)C3=C1[C@@]4(C=5C(=COC5C3=O)C(=O)O[C@@H]4COC)C)C (17-Hydroxywortmannin), N1CCOCC1 (morpholine). Run in C(Cl)Cl (methylene chloride). Conditions: time 30 minute. The product is OC1=C2C(C(OC(C2(C=2C(CC3(C(CCC3C2C1=O)O)C)OC(C)=O)C)COC)=O)=CN1CCOCC1 (Acetic acid 6,17-dihydroxy-1-methoxymethyl-10,13-dimethyl-4-morpholin-4-ylmethylene-3,7-dioxo-1,3,4,7,10,11,12,13,14,15,16,17-dodecahydro-2-oxa-cyclopenta[a]phenanthren-11-yl ester). Yield: 83.3%. RXN SMILES: [CH3:1][C:2]([O:4][C@H:5]1[C:14]2[C@@:15]3([CH3:30])[C@@H:26]([CH2:27][O:28][CH3:29])[O:25][C:23](=[O:24])[C:17]4=[CH:18][O:19][C:20]([C:21](=[O:22])[C:13]=2[C@@H:8]2[CH2:9][CH2:10][C@H:11]([OH:12])[C@@:7]2([CH3:31])[CH2:6]1)=[C:16]34)=[O:3].[NH:32]1[CH2:37][CH2:36][O:35][CH2:34][CH2:33]1>C(Cl)Cl>[OH:19][C:20]1[C:21](=[O:22])[C:13]2[CH:8]3[C:7]([CH3:31])([CH:11]([OH:12])[CH2:10][CH2:9]3)[CH2:6][CH:5]([O:4][C:2](=[O:3])[CH3:1])[C:14]=2[C:15]2([CH3:30])[C:16]=1[C:17](=[CH:18][N:32]1[CH2:37][CH2:36][O:35][CH2:34][CH2:33]1)[C:23](=[O:24])[O:25][CH:26]2[CH2:27][O:28][CH3:29]. Procedure details: 17-Hydroxywortmannin (50 mg, 0.116 mmol) is dissolved in 2 ml methylene chloride and stirred at room temperature under nitrogen atmosphere as morpholine (0.12 mmol, 10 μl) is added. The reaction solution turns orange immediately. After 30 min, the solvent is evaporated and the solid is washed with hexane (2×3 ml) and dried under vacuum to yield 50 mg of the title compound as an orange powder. UV λmax (CH3CN/H2O): 250 nm, 320 nm, 397 nm; Positive ESI-MS: m/z 540 [M+Na]+, 518 [M+H]+. Reactants: CC1N(C(CNC1)C)CCC (2,6-dimethyl-1-propylpiperazine), COC=1C(C(C1OC)=O)=O (3,4-dimethoxy-3-cyclobutene-1,2-dione). The solvent is CO (methanol), CO (methanol). Product: CC1CN(CC(N1CCC)C)C=1C(C(C1N1CC(N(C(C1)C)CCC)C)=O)=O (3,4-bis(3,5-dimethyl-4-propyl-1-piperazinyl)-3-cyclobutene-1,2-dione). RXN SMILES: [CH3:1][CH:2]1[CH2:7][NH:6][CH2:5][CH:4]([CH3:8])[N:3]1[CH2:9][CH2:10][CH3:11].CO[C:14]1[C:15](=O)[C:16](=[O:20])[C:17]=1[O:18]C>CO>[CH3:8][CH:4]1[N:3]([CH2:9][CH2:10][CH3:11])[CH:2]([CH3:1])[CH2:7][N:6]([C:14]2[C:17](=[O:18])[C:16](=[O:20])[C:15]=2[N:6]2[CH2:5][CH:4]([CH3:8])[N:3]([CH2:9][CH2:10][CH3:11])[CH:2]([CH3:1])[CH2:7]2)[CH2:5]1. Procedure details: A solution of 1.5 grams of 2,6-dimethyl-1-propylpiperazine in 10 ml. of methanol is mixed with a solution of 3,4-dimethoxy-3-cyclobutene-1,2-dione in 25 ml. of methanol and refluxed for 5 hours. The solvent is then evaporated by heating on a steam bath and the resulting red semi-crystalline residue is triturated with anhydrous ethyl ether and filtered and the filter cake is washed with 5 ml. of anhydrous ethyl ether to remove the colored by-products and leave 3,4-bis(3,5-dimethyl-4-propyl-1-pipe...